Dataset: the Open Reaction Database (ORD), a public repository of structured organic reaction records. Task: describe an organic reaction: reactants, conditions, products, and yield The reactants are ClC1=NC=C(N=C1C)C (2-chloro-3,5-dimethyl pyrazine), [N-]=[N+]=[N-].[Na+] (sodium azide), CN(C=O)C (dimethylformamide). The solvent is C(C)(=O)OCC (ethyl acetate). Conditions: temperature 100 celsius, time 12 hour. Yields the product N(=[N+]=[N-])C1=NC(=CN=C1C)C (2-Azido-3,6-dimethylpyrazine). Isolated yield 42.0%. RXN SMILES: Cl[C:2]1[C:7](C)=[N:6][C:5]([CH3:9])=[CH:4][N:3]=1.[N-:10]=[N+:11]=[N-:12].[Na+].[CH3:14]N(C)C=O>C(OCC)(=O)C>[N:10]([C:7]1[C:2]([CH3:14])=[N:3][CH:4]=[C:5]([CH3:9])[N:6]=1)=[N+:11]=[N-:12] |f:1.2|. Reported procedure: To a stirred solution of 2-chloro-3,5-dimethyl pyrazine (1.0 mL; 8.3 mmol) in dimethylformamide (10 mL) was added sodium azide (539 mg; 8.3 mmol). The reaction was heated to 100° C. and stirred for 12 hours. The reaction was cooled to room temperature, diluted with 50 mL of ethyl acetate and washed with aqueous 10% sodium carbonate (1×50 mL), brine (50 mL), then dried (MgSO4) and filtered. The material was purified using a biotage 12L cartridge eluting with hexanes and ethyl acetate (3:1) to yie... Starting materials: C#Cc1ccc(-n2nc(C(N)=O)c3c2-c2cc(NC(=O)c4cccnc4Cl)ccc2CC3)cc1, [Na+], O=C([O-])O, C1COCCO1, O, O=S(=O)(O)C(F)(F)F. The product is CC(=O)c1ccc(-n2nc(C(N)=O)c3c2-c2cc(NC(=O)c4cccnc4Cl)ccc2CC3)cc1. RXN SMILES: [Cl:1][c:2]1[n:3][cH:4][cH:5][cH:6][c:7]1[C:8](=[O:9])[NH:10][c:11]1[cH:12][c:13]2[c:14]([cH:33][cH:34]1)[CH2:15][CH2:16][c:17]1[c:18]([C:30](=[O:31])[NH2:32])[n:19][n:20](-[c:22]3[cH:23][cH:24][c:25]([C:28]#[CH:29])[cH:26][cH:27]3)[c:21]1-2.[Na+:48].[O-:44][C:45]([OH:46])=[O:47].[O:49]1[CH2:50][CH2:51][O:52][CH2:53][CH2:54]1.[OH2:35].[OH:36][S:37]([C:38]([F:39])([F:40])[F:41])(=[O:42])=[O:43]>>[Cl:1][c:2]1[n:3][cH:4][cH:5][cH:6][c:7]1[C:8](=[O:9])[NH:10][c:11]1[cH:12][c:13]2[c:14]([cH:33][cH:34]1)[CH2:15][CH2:16][c:17]1[c:18]([C:30](=[O:31])[NH2:32])[n:19][n:20](-[c:22]3[cH:23][cH:24][c:25]([C:28]([CH3:29])=[O:36])[cH:26][cH:27]3)[c:21]1-2. The reactants are Cl (HCl), C(C1=CC=CC=C1)N1CCP(CC1)(C)=O (1-Benzyl-4-methyl-[1,4]azaphosphinane 4-oxide). Reagents/catalysts: [Pd] (palladium on carbon). Solvent: C(C)O (ethanol). Reaction conditions: time 4 hour. Product: Cl.CP1(CCNCC1)=O (4-methyl-[1,4]azaphosphinane 4-oxide hydrochloride), solid. The yield is 94.0%. RXN SMILES: C([N:8]1[CH2:13][CH2:12][P:11](=[O:15])([CH3:14])[CH2:10][CH2:9]1)C1C=CC=CC=1.[ClH:16]>C(O)C.[Pd]>[ClH:16].[CH3:14][P:11]1(=[O:15])[CH2:12][CH2:13][NH:8][CH2:9][CH2:10]1 |f:4.5|. Reported procedure: 1-Benzyl-4-methyl-[1,4]azaphosphinane 4-oxide was dissolved in ethanol (100 mL). 1 M HCl (100 mL) was added, along with palladium on carbon (10%, 2.6 g). The mixture was hydrogenated on a Parr shaker for 4 hours at 50 psi. The mixture was filtered through Celite and all solvents were removed under reduced pressure. The product was triturated in hot ethanol (50 mL) and cooled, and the solution was diluted with ether (300 mL). The white crystalline solid was filtered, washed with ether (2×50 mL), ... Starting materials: initiator, C(=C)(C)P(O)(O)=O (isopropenyl phosphonic acid), OCCOC(C(=C)C)=O (hydroxyethylmethacrylate), S(=O)(=O)([O-])OOS(=O)(=O)[O-].[NH4+].[NH4+] (Ammonium persulfate). The solvent is O (water). The product is C(=C)(C)P(O)(O)=O.OCCOC(C(=C)C)=O (Isopropenyl Phosphonic Acid Hydroxyethylmethacrylate). Reaction SMILES: [C:1]([P:4](=[O:7])([OH:6])[OH:5])([CH3:3])=[CH2:2].[OH:8][CH2:9][CH2:10][O:11][C:12](=[O:16])[C:13]([CH3:15])=[CH2:14].S(OOS([O-])(=O)=O)([O-])(=O)=O.[NH4+].[NH4+]>O>[C:1]([P:4](=[O:5])([OH:7])[OH:6])([CH3:3])=[CH2:2].[OH:8][CH2:9][CH2:10][O:11][C:12](=[O:16])[C:13]([CH3:15])=[CH2:14] |f:2.3.4,6.7|. Procedure details: Aqueous isopropenyl phosphonic acid (71 g, 54%, 0.3 mole) and hydroxyethylmethacrylate (13 g, 0.1 mole) were mixed with 121.6 g water in a resin kettle. Ammonium persulfate (6 g) was added. After 11/2 hours of reflux, an additional 6 g of initiator was added followed by another 11/2 hours of reflux. The final product was a yellow solution with a pH of 0.68. The 31PMR showed polymeric absorptions centered at δ=-29.5 and -24.3 ppm. The reactants are ClCCONC(=O)C=1C=NN2C1N=C(C=C2)N2[C@H](CCC2)C=2C(NC=C(C2)F)=O ((R)-N-(2-chloroethoxy)-5-(2-(5-fluoro-2-oxo-1,2-dihydropyridin-3-yl)pyrrolidin-1-yl)pyrazolo[1,5-a]pyrimidine-3-carboxamide), C(=O)([O-])[O-].[Cs+].[Cs+] (Cs2CO3). Solvent: CN(C)C=O (DMF). Reaction conditions: temperature 90 celsius. Product: FC=1C=C2[C@H]3CCCN3C=3C=CN4N=CC(C(NOCCOC2=NC1)=O)=C4N3 ((6R)-9-fluoro-13,16-dioxa-2,11,17,21,22,25-hexaazapentacyclo[17.5.2.02,6.07,12.022,26]hexacosa-1(25),7,9,11,19 (26),20,23-heptaen-18-one). As a reaction SMILES: Cl[CH2:2][CH2:3][O:4][NH:5][C:6]([C:8]1[CH:9]=[N:10][N:11]2[CH:16]=[CH:15][C:14]([N:17]3[CH2:21][CH2:20][CH2:19][C@@H:18]3[C:22]3[C:23](=[O:29])[NH:24][CH:25]=[C:26]([F:28])[CH:27]=3)=[N:13][C:12]=12)=[O:7].C([O-])([O-])=O.[Cs+].[Cs+]>CN(C=O)C>[F:28][C:26]1[CH:27]=[C:22]2[C:23](=[N:24][CH:25]=1)[O:29][CH2:2][CH2:3][O:4][NH:5][C:6](=[O:7])[C:8]1=[C:12]3[N:13]=[C:14]([CH:15]=[CH:16][N:11]3[N:10]=[CH:9]1)[N:17]1[C@@H:18]2[CH2:19][CH2:20][CH2:21]1 |f:1.2.3|. Procedure: A mixture of (R)-N-(2-chloroethoxy)-5-(2-(5-fluoro-2-oxo-1,2-dihydropyridin-3-yl)pyrrolidin-1-yl)pyrazolo[1,5-a]pyrimidine-3-carboxamide (60 mg, 0.14 mmol) and Cs2CO3 (232 mg, 0.71 mmol) in DMF (1.4 mL) was heated at 90° C. for 20 minutes to reach completion. The reaction mixture was filtered (GF/F paper) and diluted with water (10 mL), then extracted with EtOAc (3×10 mL). The organic layers were combined, washed with brine and dried (Na2SO4). The crude material was purified on reverse phase col... Reactants: C(=O)(Cl)Cl (phosgene), NC=1C(=C(C=C(C1)OCC1=CC=CC=C1)C(C)=O)O (1-(3-amino-5-benzyloxy-2-hydroxy-phenyl)-ethanone), Cl (hydrochloric acid). Run in N1=CC=CC=C1 (pyridine). Conditions: temperature 50 celsius. The product is C(C)(=O)C1=CC(=CC=2NC(OC21)=O)OCC2=CC=CC=C2 (7-acetyl-5-benzyloxy-3H-benzoxazol-2-one). As a reaction SMILES: [C:1](Cl)(Cl)=[O:2].[NH2:5][C:6]1[C:7]([OH:23])=[C:8]([C:20](=[O:22])[CH3:21])[CH:9]=[C:10]([O:12][CH2:13][C:14]2[CH:19]=[CH:18][CH:17]=[CH:16][CH:15]=2)[CH:11]=1.Cl>N1C=CC=CC=1>[C:20]([C:8]1[C:7]2[O:23][C:1](=[O:2])[NH:5][C:6]=2[CH:11]=[C:10]([O:12][CH2:13][C:14]2[CH:19]=[CH:18][CH:17]=[CH:16][CH:15]=2)[CH:9]=1)(=[O:22])[CH3:21]. Procedure: 52 g (0.53 mol) phosgene are piped into a solution of 121 g (0.47 mol) 1-(3-amino-5-benzyloxy-2-hydroxy-phenyl)-ethanone in 800 mL pyridine at 20 to 40° C. The reaction mixture is heated to 50° C. for 2 hours, then poured onto ice and acidified with conc. hydrochloric acid. A reddish-brown solid is isolated which is repeatedly recrystallised from ethanol with the addition of activated charcoal.